From a dataset of the Open Reaction Database (ORD), a public repository of structured organic reaction records. describe an organic reaction: reactants, conditions, products, and yield Reactants: FC=1C=C(C=C(C1)F)C1COCCC1=O (3-(3,5-difluorophenyl) dihydro-2H-pyran-4(3H)-one), C(=O)(N=C=O)Cl (carbonisocyanatidic chloride). Run at temperature 55 celsius, time 2 hour. Yields the product FC=1C=C(C=C(C1)F)C1COCC=2C(NC(OC21)=O)=O (8-(3,5-difluorophenyl)-7,8-dihydropyrano[3,4-e][1,3]oxazine-2,4(3H,5H)-dione). The yield is 21.7%. As a reaction SMILES: [F:1][C:2]1[CH:3]=[C:4]([CH:9]2[C:14](=[O:15])[CH2:13][CH2:12][O:11][CH2:10]2)[CH:5]=[C:6]([F:8])[CH:7]=1.[C:16](Cl)([N:18]=[C:19]=[O:20])=[O:17]>>[F:1][C:2]1[CH:3]=[C:4]([CH:9]2[C:14]3[O:15][C:19](=[O:20])[NH:18][C:16](=[O:17])[C:13]=3[CH2:12][O:11][CH2:10]2)[CH:5]=[C:6]([F:8])[CH:7]=1. Procedure details: The mixture of 3-(3,5-difluorophenyl) dihydro-2H-pyran-4(3H)-one (Preparation X2) (800 mg, 3.77 mmol) and carbonisocyanatidic chloride (557 mg, 5.28 mmol) was heated in a sealed bottle at 55° C. for 1 h and then at 130° C. for 2 h. The mixture was cooled to RT. Partition between EtOAc and saturated NaHCO3 solution. Extracted with EtOAc (×3 times). The combined organic layers was washed with brine, dried over Na2SO4 and concentrated. The crude product was purified by column chromatography on sili... Starting materials: [BH3-]C#N, CC(=O)O, NC1CCCC1, COc1cc2c(Nc3ccc(Cl)cc3F)ncnc2cc1OCC(OC)OC, O=C(O)C(F)(F)F, [Na+], O. Yields the product COc1cc2c(Nc3ccc(Cl)cc3F)ncnc2cc1OCCNC1CCCC1. RXN SMILES: [C:46]([BH3-:47])#[N:48].[CH3:42][C:43](=[O:44])[OH:45].[CH:36]1([NH2:41])[CH2:37][CH2:38][CH2:39][CH2:40]1.[Cl:1][c:2]1[cH:3][c:4]([F:28])[c:5]([NH:6][c:7]2[n:8][cH:9][n:10][c:11]3[cH:12][c:13]([O:19][CH2:20][CH:21]([O:22][CH3:23])[O:24][CH3:25])[c:14]([O:17][CH3:18])[cH:15][c:16]23)[cH:26][cH:27]1.[F:29][C:30]([F:31])([F:32])[C:33]([OH:34])=[O:35].[Na+:49].[OH2:50]>>[Cl:1][c:2]1[cH:3][c:4]([F:28])[c:5]([NH:6][c:7]2[n:8][cH:9][n:10][c:11]3[cH:12][c:13]([O:19][CH2:20][CH2:21][NH:41][CH:36]4[CH2:37][CH2:38][CH2:39][CH2:40]4)[c:14]([O:17][CH3:18])[cH:15][c:16]23)[cH:26][cH:27]1. The reactants are C1(CCCCC1)C1=C(C(C2=CC(=CC=C12)C(=O)O)CCC(N1CCC(CC1)N1C(CCC1)=O)=O)C1=CC=CC=C1 (1-cyclohexyl-3-(3-oxo-3-(4-(2-oxopyrrolidin-1-yl)piperidin-1-yl)propyl)-2-phenyl-3H-indene-5-carboxylic acid), CN(S(=O)(=O)N)C (N,N-dimethylsulfamide), Cl.CN(CCCN=C=NCC)C (1-(3-dimethylaminopropyl)-3-ethylcarbodiimide hydrochloride). Reagents/catalysts: CN(C)C=1C=CN=CC1 (DMAP). Solvent: CC(=O)N(C)C (dimethylacetamide). Reaction conditions: temperature 50 celsius, time 8 hour. Product: C1(CCCCC1)C1=C(C(C2=CC(=CC=C12)C(=O)NS(=O)(=O)N(C)C)CCC(N1CCC(CC1)N1C(CCC1)=O)=O)C1=CC=CC=C1 (1-cyclohexyl-N-[(dimethylamino)sulfonyl]3-(3-oxo-3-(4-(2-oxopyrrolidin-1-yl)piperidin-1-yl)propyl)-2-phenyl-3H-indene-5-carboxamide). As a reaction SMILES: [CH:1]1([C:7]2[C:15]3[C:10](=[CH:11][C:12]([C:16](O)=[O:17])=[CH:13][CH:14]=3)[CH:9]([CH2:19][CH2:20][C:21](=[O:34])[N:22]3[CH2:27][CH2:26][CH:25]([N:28]4[CH2:32][CH2:31][CH2:30][C:29]4=[O:33])[CH2:24][CH2:23]3)[C:8]=2[C:35]2[CH:40]=[CH:39][CH:38]=[CH:37][CH:36]=2)[CH2:6][CH2:5][CH2:4][CH2:3][CH2:2]1.[CH3:41][N:42]([CH3:47])[S:43]([NH2:46])(=[O:45])=[O:44].Cl.CN(C)CCCN=C=NCC>CN(C1C=CN=CC=1)C.CC(N(C)C)=O>[CH:1]1([C:7]2[C:15]3[C:10](=[CH:11][C:12]([C:16]([NH:46][S:43]([N:42]([CH3:47])[CH3:41])(=[O:45])=[O:44])=[O:17])=[CH:13][CH:14]=3)[CH:9]([CH2:19][CH2:20][C:21](=[O:34])[N:22]3[CH2:23][CH2:24][CH:25]([N:28]4[CH2:32][CH2:31][CH2:30][C:29]4=[O:33])[CH2:26][CH2:27]3)[C:8]=2[C:35]2[CH:40]=[CH:39][CH:38]=[CH:37][CH:36]=2)[CH2:6][CH2:5][CH2:4][CH2:3][CH2:2]1 |f:2.3|. Procedure: To a stirred solution of 1-cyclohexyl-3-(3-oxo-3-(4-(2-oxopyrrolidin-1-yl)piperidin-1-yl)propyl)-2-phenyl-3H-indene-5-carboxylic acid, (46 mg, 0.083 mmol), N,N-dimethylsulfamide (51 mg, 0.42 mmol) and DMAP (51 mg, 0.42 mmol) in dimethylacetamide (1 mL) was added 1-(3-dimethylaminopropyl)-3-ethylcarbodiimide hydrochloride (64 mg, 0.33 mmol). The reaction solution was stirred in a sealed tube under nitrogen at 50° C. overnight and purified by reverse phase prep-HPLC to yield 1-cyclohexyl-N-[(dimet... Starting materials: CC(C)OC(=O)/N=N/C(=O)OC(C)C (DIAD), OC=1C=CC(=C(C(=O)NC=2C=NC=CC2)C1)OCC1=CC=CC=C1 (5-Hydroxy-2-[(phenylmethyl)oxy]-N-3-pyridinylbenzamide), CN(CCO)C (2-(dimethylamino)ethanol), C1=CC=C(C=C1)P(C2=CC=CC=C2)C3=CC=CC=C3 (Ph3P), crude product. The solvent is C1(=CC=CC=C1)C (toluene), C1(=CC=CC=C1)C (toluene). Conditions: temperature 115 celsius, time 8 hour. Product: CN(CCOC=1C=CC(=C(C(=O)NC=2C=NC=CC2)C1)OCC1=CC=CC=C1)C (5-{[2-(Dimethylamino)ethyl]oxy}-2-[(phenylmethyl)oxy]-N-3-pyridinylbenzamide). Reaction SMILES: CC(OC(/N=N/C(OC(C)C)=O)=O)C.[OH:15][C:16]1[CH:17]=[CH:18][C:19]([O:31][CH2:32][C:33]2[CH:38]=[CH:37][CH:36]=[CH:35][CH:34]=2)=[C:20]([CH:30]=1)[C:21]([NH:23][C:24]1[CH:25]=[N:26][CH:27]=[CH:28][CH:29]=1)=[O:22].[CH3:39][N:40]([CH3:44])[CH2:41][CH2:42]O.C1C=CC(P(C2C=CC=CC=2)C2C=CC=CC=2)=CC=1>C1(C)C=CC=CC=1>[CH3:39][N:40]([CH3:44])[CH2:41][CH2:42][O:15][C:16]1[CH:17]=[CH:18][C:19]([O:31][CH2:32][C:33]2[CH:34]=[CH:35][CH:36]=[CH:37][CH:38]=2)=[C:20]([CH:30]=1)[C:21]([NH:23][C:24]1[CH:25]=[N:26][CH:27]=[CH:28][CH:29]=1)=[O:22]. Reported procedure: A solution of DIAD (252 mg, 1.249 mmol) in toluene (1 ml) was added dropwise to a stirred solution of 5-hydroxy-2-[(phenylmethyl)oxy]-N-3-pyridinylbenzamide (may be prepared as described in Example 29; 160 mg, 0.50 mmol), 2-(dimethylamino)ethanol (49.0 mg, 0.549 mmol) and Ph3P (328 mg, 1.25 mmol) in toluene (4 ml) under nitrogen at 0° C. The reaction mixture was stirred at 115° C. overnight. The mixture was then cooled and concentrated. The residue was added to water and extracted with ethyl ace... RXN SMILES: C([O:4][C@@H:5]1[C@H:9]([O:10]C(=O)C)[C@@H:8]([C:14]2[N:15]=[N:16][N:17]([CH2:19][CH3:20])[N:18]=2)[O:7][C@H:6]1[N:21]1[CH:29]=[N:28][C:27]2[C:22]1=[N:23][C:24]([CH2:45][NH:46][S:47]([CH2:50][CH:51]([CH3:53])[CH3:52])(=[O:49])=[O:48])=[N:25][C:26]=2[NH:30][CH2:31][CH:32]([C:39]1[CH:44]=[CH:43][CH:42]=[CH:41][CH:40]=1)[C:33]1[CH:38]=[CH:37][CH:36]=[CH:35][CH:34]=1)(=O)C.C(=O)([O-])[O-].[Na+].[Na+]>CO.O>[C:39]1([CH:32]([C:33]2[CH:38]=[CH:37][CH:36]=[CH:35][CH:34]=2)[CH2:31][NH:30][C:26]2[N:25]=[C:24]([CH2:45][NH:46][S:47]([CH2:50][CH:51]([CH3:52])[CH3:53])(=[O:48])=[O:49])[N:23]=[C:22]3[C:27]=2[N:28]=[CH:29][N:21]3[C@H:6]2[C@H:5]([OH:4])[C@H:9]([OH:10])[C@@H:8]([C:14]3[N:15]=[N:16][N:17]([CH2:19][CH3:20])[N:18]=3)[O:7]2)[CH:44]=[CH:43][CH:42]=[CH:41][CH:40]=1 |f:1.2.3|. Isolated yield 92.5%. Solvent: CO (methanol), O (water). Product: C1(=CC=CC=C1)C(CNC1=C2N=CN(C2=NC(=N1)CNS(=O)(=O)CC(C)C)[C@@H]1O[C@@H]([C@H]([C@H]1O)O)C=1N=NN(N1)CC)C1=CC=CC=C1 (N-({6-[(2,2-Diphenylethyl)amino]-9-[(2R,3R,4S,5R)-5-(2-ethyl-2H-tetrazol-5-yl)-3,4-dihydroxytetrahydro-2-furanyl]-9H-purin-2-yl}methyl)-2-methyl-1-propanesulphonamide). Reactants: C(C)(=O)O[C@H]1[C@@H](O[C@@H]([C@H]1OC(C)=O)C=1N=NN(N1)CC)N1C2=NC(=NC(=C2N=C1)NCC(C1=CC=CC=C1)C1=CC=CC=C1)CNS(=O)(=O)CC(C)C ((2R,3R,4R,5R)-4-(acetyloxy)-2-(6-[(2,2-diphenylethyl)amino]-2-{[(isobutylsulphonyl)amino]methyl}-9H-purin-9-yl)-5-(2-ethyl-2H-tetrazol-5-yl)tetrahydro-3-furanyl acetate), C([O-])([O-])=O.[Na+].[Na+] (sodium carbonate). Procedure: A solution of (2R,3R,4R,5R)-4-(acetyloxy)-2-(6-[(2,2-diphenylethyl)amino]-2-{[(isobutylsulphonyl)amino]methyl}-9H-purin-9-yl)-5-(2-ethyl-2H-tetrazol-5-yl)tetrahydro-3-furanyl acetate (Preparation 26) (230 mg, 0.31 mmol) and sodium carbonate (130 mg, 1.23 mmol) in methanol (15 ml) and water (1.5 ml) was stirred at room temperature overnight. The solvent was evaporated under reduced pressure and the residue was partioned between ethyl acetate (50 ml) and water (10 ml). The organic layer was washed...